Task: describe an organic reaction: reactants, conditions, products, and yield. Dataset: the Open Reaction Database (ORD), a public repository of structured organic reaction records The reactants are ClCCCl, COc1ccc2nc(NC3CCNC3)cc(C)c2c1, CCOC(C)=O, O=C(O)C1(c2ccc(Cl)cc2)CCC1, Cl, [Na+], CN(C)C=O, O, On1nnc2ccccc21, O=C([O-])O. Product: COc1ccc2nc(NC3CCN(C(=O)C4(c5ccc(Cl)cc5)CCC4)C3)cc(C)c2c1. RXN SMILES: [CH2:44]([Cl:45])[CH2:46][Cl:47].[CH3:1][O:2][c:3]1[cH:4][c:5]2[c:6]([CH3:19])[cH:7][c:8]([NH:13][CH:14]3[CH2:15][NH:16][CH2:17][CH2:18]3)[n:9][c:10]2[cH:11][cH:12]1.[CH3:54][CH2:55][O:56][C:57](=[O:58])[CH3:59].[Cl:20][c:21]1[cH:22][cH:23][c:24]([C:27]2([C:31](=[O:32])[OH:33])[CH2:28][CH2:29][CH2:30]2)[cH:25][cH:26]1.[ClH:48].[Na+:49].[O:61]=[CH:62][N:63]([CH3:64])[CH3:65].[OH2:60].[OH:34][n:35]1[c:36]2[c:37]([cH:38][cH:39][cH:40][cH:41]2)[n:42][n:43]1.[OH:50][C:51](=[O:52])[O-:53]>>[CH3:1][O:2][c:3]1[cH:4][c:5]2[c:6]([CH3:19])[cH:7][c:8]([NH:13][CH:14]3[CH2:15][N:16]([C:31]([C:27]4([c:24]5[cH:23][cH:22][c:21]([Cl:20])[cH:26][cH:25]5)[CH2:28][CH2:29][CH2:30]4)=[O:32])[CH2:17][CH2:18]3)[n:9][c:10]2[cH:11][cH:12]1. The reactants are N1C(=NC2=C1C=CC=C2)C2CCN(CC2)C(=O)C2=CC=C(C=C2)B(O)O ((4-{[4-(1H-benzimidazol-2-yl)piperidin-1-yl]carbonyl}phenyl)boronic acid), BrC1=NC=CC=N1 (2-bromopyrimidine), CC(C)([O-])C.[Na+] (sodium tert-butoxide). Solvent: CO.O1CCOCC1 (MeOH 1,4-dioxane). Run at temperature 90 celsius. The product is N1C(=NC2=C1C=CC=C2)C2CCN(CC2)C(=O)C2=CC=C(C=C2)C2=NC=CC=N2 ([4-(1H-Benzimidazol-2-yl)piperidin-1-yl][4-(pyrimidin-2-yl)phenyl]methanone). Yield: 25.8%. As a reaction SMILES: [NH:1]1[C:5]2[CH:6]=[CH:7][CH:8]=[CH:9][C:4]=2[N:3]=[C:2]1[CH:10]1[CH2:15][CH2:14][N:13]([C:16]([C:18]2[CH:23]=[CH:22][C:21](B(O)O)=[CH:20][CH:19]=2)=[O:17])[CH2:12][CH2:11]1.Br[C:28]1[N:33]=[CH:32][CH:31]=[CH:30][N:29]=1.CC(C)([O-])C.[Na+]>CO.O1CCOCC1>[NH:1]1[C:5]2[CH:6]=[CH:7][CH:8]=[CH:9][C:4]=2[N:3]=[C:2]1[CH:10]1[CH2:15][CH2:14][N:13]([C:16]([C:18]2[CH:23]=[CH:22][C:21]([C:28]3[N:33]=[CH:32][CH:31]=[CH:30][N:29]=3)=[CH:20][CH:19]=2)=[O:17])[CH2:12][CH2:11]1 |f:2.3,4.5|. Reported procedure: A mixture of (4-{[4-(1H-benzimidazol-2-yl)piperidin-1-yl]carbonyl}phenyl)boronic acid (0.349 g, 1.00 mmol), 2-bromopyrimidine (0.175 g, 1.10 mmol) and sodium tert-butoxide (0.106 g, 1.10 mmol) are suspended in a mixture of MeOH/1,4-dioxane (1 mL/2 mL). The suspension is purged with N2 before adding 1,1′-bis(diphenylphosphino)ferrocene-palladium (II) dichloride dichloromethane complex (41 mg, 5 mol %). The reaction is heated to 90° C. for 18 h. The mixture is diluted with EtOAc, washed with satur... The reactants are FC1=C(C(=O)C2=C(C=CC(=C2)Cl)C=2C(=NNC2)C#N)C=CC=C1 (4-[2-(2-fluorobenzoyl)-4-chlorophenyl]-1H-pyrazole-3-carbonitrile), [OH-].[NH4+] (ammonium hydroxide). Reagents/catalysts: [Ni] (Raney nickel). The solvent is C(C)(=O)O (acetic acid). Yields the product ClC1=CC2=C(C=3C(CN=C2C2=C(C=CC=C2)F)=NNC3)C=C1 (8-Chloro-6-(2-fluorophenyl)-2H,4H-pyrazolo[3,4-d][2]benzazepine). Reaction SMILES: [F:1][C:2]1[CH:23]=[CH:22][CH:21]=[CH:20][C:3]=1[C:4]([C:6]1[CH:11]=[C:10]([Cl:12])[CH:9]=[CH:8][C:7]=1[C:13]1[C:14]([C:18]#[N:19])=[N:15][NH:16][CH:17]=1)=O.[OH-].[NH4+]>[Ni].C(O)(=O)C>[Cl:12][C:10]1[CH:9]=[CH:8][C:7]2[C:13]3[C:14](=[N:15][NH:16][CH:17]=3)[CH2:18][N:19]=[C:4]([C:3]3[CH:20]=[CH:21][CH:22]=[CH:23][C:2]=3[F:1])[C:6]=2[CH:11]=1 |f:1.2|. Procedure: A mixture of 2.0 g (6.1 mmole) of 4-[2-(2-fluorobenzoyl)-4-chlorophenyl]-1H-pyrazole-3-carbonitrile, ca 2 g. of Raney nickel, and 100 ml of acetic acid was hydrogenated on a Parr apparatus for 4 hr. The Raney nickel was removed by filtration and the acetic acid was removed at reduced pressure to give a yellow oil. The yellow oil was poured over ice, basified with ammonium hydroxide, and extracted with methylene chloride. The methylene chloride solution was washed with water, dried with anhydrous... The reactants are CI (methyl iodide), C([O-])([O-])=O.[K+].[K+] (potassium carbonate), COC=1C=C2C(CN3C(C2=CC1OC)=CC(=NC3=O)NC3=C(C=C(C=C3C)C)C)C (6,7-dihydro-9,10-dimethoxy-2-mesitylamino-7-methyl-4H-pyrimido[6,1-a]isoquinolin-4-one). Run in CC(=O)C (acetone). Yields the product COC=1C=C2C(CN3C(C2=CC1OC)=CC(N(C3=O)C)=NC3=C(C=C(C=C3C)C)C)C (9,10-dimethoxy-3,7-dimethyl-2-mesitylimino-2,3,6,7-tetrahydro-4H-pyrimido[6,1-a]isoquinolin-4-one). The yield is 50.5%. RXN SMILES: [CH3:1][O:2][C:3]1[CH:4]=[C:5]2[C:10](=[CH:11][C:12]=1[O:13][CH3:14])[C:9]1=[CH:15][C:16]([NH:20][C:21]3[C:26]([CH3:27])=[CH:25][C:24]([CH3:28])=[CH:23][C:22]=3[CH3:29])=[N:17][C:18](=[O:19])[N:8]1[CH2:7][CH:6]2[CH3:30].CI.[C:33](=O)([O-])[O-].[K+].[K+]>CC(C)=O>[CH3:1][O:2][C:3]1[CH:4]=[C:5]2[C:10](=[CH:11][C:12]=1[O:13][CH3:14])[C:9]1=[CH:15][C:16](=[N:20][C:21]3[C:26]([CH3:27])=[CH:25][C:24]([CH3:28])=[CH:23][C:22]=3[CH3:29])[N:17]([CH3:33])[C:18](=[O:19])[N:8]1[CH2:7][CH:6]2[CH3:30] |f:2.3.4|. Procedure details: 18 g of 6,7-dihydro-9,10-dimethoxy-2-mesitylamino-7-methyl-4H-pyrimido[6,1-a]isoquinolin-4-one are boiled under reflux in 1.5 l of acetone with 270 ml of methyl iodide in the presence of 90 g of potassium carbonate. The mixture is then filtered and the filtrate is evaporated. The residue is dissolved in chloroform and purified by chromatography on a silica gel column. There are obtained 9.4 g of pure 9,10-dimethoxy-3,7-dimethyl-2-mesitylimino-2,3,6,7-tetrahydro-4H-pyrimido[6,1-a]isoquinolin-4-on... Reactants: [BH3-]C#N, CC(=O)O, CCO, CCCCC(Cc1ccc(OCCN)cc1)C(=O)OCC, [Na+], O=CCCc1ccccc1. Product: CCCCC(Cc1ccc(OCCNCCCc2ccccc2)cc1)C(=O)OCC. As a reaction SMILES: [C:11]([BH3-:12])#[N:13].[CH3:15][C:16](=[O:17])[OH:18].[CH3:40][CH2:41][OH:42].[NH2:19][CH2:20][CH2:21][O:22][c:23]1[cH:24][cH:25][c:26]([CH2:29][CH:30]([C:31](=[O:32])[O:33][CH2:34][CH3:35])[CH2:36][CH2:37][CH2:38][CH3:39])[cH:27][cH:28]1.[Na+:14].[c:1]1([CH2:7][CH2:8][CH:9]=[O:10])[cH:2][cH:3][cH:4][cH:5][cH:6]1>>[c:1]1([CH2:7][CH2:8][CH2:9][NH:19][CH2:20][CH2:21][O:22][c:23]2[cH:24][cH:25][c:26]([CH2:29][CH:30]([C:31](=[O:32])[O:33][CH2:34][CH3:35])[CH2:36][CH2:37][CH2:38][CH3:39])[cH:27][cH:28]2)[cH:2][cH:3][cH:4][cH:5][cH:6]1. The reactants are CN1C(C2(C=3C(=CC=CC13)C#N)COC1=CC3=C(OCCO3)C=C12)=O (1′-methyl-2′-oxo-1′,2,2′,3-tetrahydrospiro[furo[2,3-g][1,4]benzodioxine-8,3′-indole]-4′-carbonitrile), NO (hydroxylamine), O (water). Solvent: CS(=O)C (dimethylsulfoxide). Run at time 16 hour. Yields the product ON=C(N)C=1C=2C3(C(N(C2C=CC1)C)=O)COC=1C3=CC=3OCCOC3C1 (N′-hydroxy-1′-methyl-2′-oxo-3,7-dihydro-2H-spiro[benzofuro[5,6-b][1,4]dioxine-8,3′-indoline]-4′-carboximidamide). Reaction SMILES: [CH3:1][N:2]1[C:10]2[CH:9]=[CH:8][CH:7]=[C:6]([C:11]#[N:12])[C:5]=2[C:4]2([C:24]3[C:15](=[CH:16][C:17]4[O:22][CH2:21][CH2:20][O:19][C:18]=4[CH:23]=3)[O:14][CH2:13]2)[C:3]1=O.[NH2:26][OH:27].[OH2:28]>CS(C)=O>[OH:27][N:26]=[C:11]([C:6]1[C:5]2[C:4]3([C:24]4=[CH:23][C:18]5[O:19][CH2:20][CH2:21][O:22][C:17]=5[CH:16]=[C:15]4[O:14][CH2:13]3)[C:3](=[O:28])[N:2]([CH3:1])[C:10]=2[CH:9]=[CH:8][CH:7]=1)[NH2:12]. Procedure: To a solution of 1′-methyl-2′-oxo-1′,2,2′,3-tetrahydrospiro[furo[2,3-g][1,4]benzodioxine-8,3′-indole]-4′-carbonitrile (0.35 g, 1.05 mmol) in dimethylsulfoxide (10 mL) was added hydroxylamine (50% w/w solution in water, 3.0 mL). The reaction mixture was stirred for 16 h at ambient temperature, poured into water (50 mL) and extracted with ethyl acetate (3×100 mL). The combined organic extracts were washed with brine (2×50 mL), dried over magnesium sulfate, filtered and concentrated in vacuo. The r... Starting materials: CB(O)O (methylboronic acid), BrC1=C(C=C(C=C1)OC)Cl (4-bromo-3-chloroanisole), P(=O)([O-])([O-])[O-].[K+].[K+].[K+] (potassium phosphate). The reagents and catalysts are C1=CC=C(C=C1)P([C-]2C=CC=C2)C3=CC=CC=C3.C1=CC=C(C=C1)P([C-]2C=CC=C2)C3=CC=CC=C3.Cl[Pd]Cl.[Fe+2].C(Cl)Cl (PdCl2(dppf) DCM). Solvent: O1CCOCC1 (dioxane), O (water), CCCCCCC (heptane). Yields the product ClC1=C(C=CC(=C1)OC)C (2-chloro-4-methoxy-1-methylbenzene). Reaction SMILES: [CH3:1]B(O)O.Br[C:6]1[CH:11]=[CH:10][C:9]([O:12][CH3:13])=[CH:8][C:7]=1[Cl:14].P([O-])([O-])([O-])=O.[K+].[K+].[K+]>O1CCOCC1.O.CCCCCCC.C1C=CC(P(C2C=CC=CC=2)[C-]2C=CC=C2)=CC=1.C1C=CC(P(C2C=CC=CC=2)[C-]2C=CC=C2)=CC=1.Cl[Pd]Cl.[Fe+2].C(Cl)Cl>[Cl:14][C:7]1[CH:8]=[C:9]([O:12][CH3:13])[CH:10]=[CH:11][C:6]=1[CH3:1] |f:2.3.4.5,9.10.11.12.13|. Procedure: A solution of PdCl2(dppf)-DCM adduct (0.922 g, 1.129 mmol), methylboronic acid (2.70 g, 45.2 mmol), 4-bromo-3-chloroanisole (6.39 ml, 45.2 mmol), and potassium phosphate (28.8 g, 135 mmol) in 150 mL dioxane and 50 mL water was heated to 110° C. for 2 hours. The reaction mixture was then diluted with heptane, the organics dried over MgSO4 and concentrated to afford 2-chloro-4-methoxy-1-methylbenzene. m/z (ESI) 141.0 (M−CH3)+. The reactants are ClC(Cl)(Cl)Cl, COc1ccc(-c2coc(CO)n2)cc1, c1ccc(P(c2ccccc2)c2ccccc2)cc1. The product is COc1ccc(-c2coc(CCl)n2)cc1. RXN SMILES: [C:35]([Cl:36])([Cl:37])([Cl:38])[Cl:39].[CH3:1][O:2][c:3]1[cH:4][cH:5][c:6](-[c:9]2[n:10][c:11]([CH2:14][OH:15])[o:12][cH:13]2)[cH:7][cH:8]1.[c:16]1([P:17]([c:18]2[cH:19][cH:20][cH:21][cH:22][cH:23]2)[c:24]2[cH:25][cH:26][cH:27][cH:28][cH:29]2)[cH:30][cH:31][cH:32][cH:33][cH:34]1>>[CH3:1][O:2][c:3]1[cH:4][cH:5][c:6](-[c:9]2[n:10][c:11]([CH2:14][Cl:36])[o:12][cH:13]2)[cH:7][cH:8]1. Reactants: CC(C)CC(NC(=O)OC(C)(C)C)C(=O)NC1CCC(C)N(C(=O)OCc2ccccc2)CC1O, CC(C)CC(NC(=O)c1ccc2ncccc2c1)C(=O)NC1CCC(C)N(S(=O)(=O)c2ccccn2)CC1O. Product: CC(C)CC(NC(=O)OC(C)(C)C)C(=O)NC1CCC(C)N(C(=O)OCc2ccccc2)CC1=O. As a reaction SMILES: [CH2:1]([c:2]1[cH:3][cH:4][cH:5][cH:6][cH:7]1)[O:8][C:9](=[O:10])[N:11]1[CH:12]([CH3:35])[CH2:13][CH2:14][CH:15]([NH:19][C:20]([CH:21]([CH2:22][CH:23]([CH3:24])[CH3:25])[NH:26][C:27](=[O:28])[O:29][C:30]([CH3:31])([CH3:32])[CH3:33])=[O:34])[CH:16]([OH:18])[CH2:17]1.[CH3:36][CH:37]([CH3:38])[CH2:39][CH:40]([NH:41][C:42]([c:43]1[cH:44][c:45]2[c:46]([cH:47][cH:48]1)[n:49][cH:50][cH:51][cH:52]2)=[O:53])[C:54](=[O:55])[NH:56][CH:57]1[CH2:58][CH2:59][CH:60]([CH3:61])[N:62]([S:63]([c:64]2[cH:65][cH:66][cH:67][cH:68][n:69]2)(=[O:70])=[O:71])[CH2:72][CH:73]1[OH:74]>>[CH2:1]([c:2]1[cH:3][cH:4][cH:5][cH:6][cH:7]1)[O:8][C:9](=[O:10])[N:11]1[CH:12]([CH3:35])[CH2:13][CH2:14][CH:15]([NH:19][C:20]([CH:21]([CH2:22][CH:23]([CH3:24])[CH3:25])[NH:26][C:27](=[O:28])[O:29][C:30]([CH3:31])([CH3:32])[CH3:33])=[O:34])[C:16](=[O:18])[CH2:17]1. Reactants: CN(C)CCN, Cc1ccc(S(=O)(=O)Oc2ccc3c4c(nn3C)-c3cnccc3C(=O)c24)cc1, c1ccncc1. Product: CN(C)CCNc1ccc2c3c(nn2C)-c2cnccc2C(=O)c13. Reaction SMILES: [CH3:1][N:2]([CH2:3][CH2:4][NH2:5])[CH3:6].[CH3:7][n:8]1[n:9][c:10]2[c:11]3[c:12]([c:13]([O:17][S:18]([c:19]4[cH:20][cH:21][c:22]([CH3:23])[cH:24][cH:25]4)(=[O:26])=[O:27])[cH:14][cH:15][c:16]13)[C:28](=[O:35])[c:29]1[cH:30][cH:31][n:32][cH:33][c:34]1-2.[cH:36]1[cH:37][cH:38][n:39][cH:40][cH:41]1>>[CH3:1][N:2]([CH2:3][CH2:4][NH:5][c:13]1[c:12]2[c:11]3[c:10]([n:9][n:8]([CH3:7])[c:16]3[cH:15][cH:14]1)-[c:34]1[c:29]([cH:30][cH:31][n:32][cH:33]1)[C:28]2=[O:35])[CH3:6].